This data is from the Open Reaction Database (ORD), a public repository of structured organic reaction records. The task is: describe an organic reaction: reactants, conditions, products, and yield Starting materials: CC(C)(C)OC(=O)N1CCN(c2ncc(C(F)(F)F)cc2Cl)CC1, CB(O)O, COc1cccc(OC)c1-c1ccccc1P(C1CCCCC1)C1CCCCC1, [F-], [K+], CC(=O)[O-], CC(=O)[O-], C1CCOC1, O, [Pd+2]. Product: Cc1cc(C(F)(F)F)cnc1N1CCN(C(=O)OC(C)(C)C)CC1. Reaction SMILES: [C:1]([CH3:2])([CH3:3])([CH3:4])[O:5][C:6](=[O:7])[N:8]1[CH2:9][CH2:10][N:11]([c:14]2[n:15][cH:16][c:17]([C:21]([F:22])([F:23])[F:24])[cH:18][c:19]2[Cl:20])[CH2:12][CH2:13]1.[CH3:56][B:57]([OH:58])[OH:59].[CH:25]1([P:26]([CH:27]2[CH2:28][CH2:29][CH2:30][CH2:31][CH2:32]2)[c:33]2[cH:34][cH:35][cH:36][cH:37][c:38]2-[c:39]2[c:40]([O:41][CH3:42])[cH:43][cH:44][cH:45][c:46]2[O:47][CH3:48])[CH2:49][CH2:50][CH2:51][CH2:52][CH2:53]1.[F-:54].[K+:55].[O-:61][C:62]([CH3:63])=[O:64].[O-:65][C:66]([CH3:67])=[O:68].[O:70]1[CH2:71][CH2:72][CH2:73][CH2:74]1.[OH2:69].[Pd+2:60]>>[C:1]([CH3:2])([CH3:3])([CH3:4])[O:5][C:6](=[O:7])[N:8]1[CH2:9][CH2:10][N:11]([c:14]2[n:15][cH:16][c:17]([C:21]([F:22])([F:23])[F:24])[cH:18][c:19]2[CH3:25])[CH2:12][CH2:13]1. Run in ClCCCl, ClCCCl. Reaction conditions: temperature 60 celsius, time 18 hour. The reactants are FC1=NC(S(=O)(N)=O)=CC=C1, OB(O)C1=CC=C(C(F)(F)F)C=C1. Reagents/catalysts: [F-].[Cs+], CC(=O)[O-].CC(=O)[O-].[Cu+2]. Isolated yield 5.3%. Procedure details: Reactions were run in 8 x 30 mm glass vial inserts in 96 well-plate Para-dox Aluminum Reaction Blocks. The reaction components were dosed according to the design shown in Figure S2 and Figure S3. First, the catalysts (2 umol per vial) and solid bases (20 umol per vial) were added by dosing 50 uL each of a stock solution in 1,2-dichloroethane (40 mM for catalysts, 0.4 M for bases) via single-channel pipette. The 1,2-dichloroethane was then removed via centrifugal evaporation using a Genevac EZ-2 ... Yields the product FC1=NC(S(=O)(NC2=CC=C(C(F)(F)F)C=C2)=O)=CC=C1, FC1=NC(S(=O)(N(C2=CC=C(C(F)(F)F)C=C2)C3=CC=C(C=C3)C(F)(F)F)=O)=CC=C1. The reactants are CSC1CC(=O)N1, CC(=O)OC(C)=O, c1ccncc1. Yields the product CSC1CC(=O)N1C(C)=O. As a reaction SMILES: [CH3:1][S:2][CH:3]1[CH2:4][C:5](=[O:7])[NH:6]1.[CH3:8][C:9](=[O:10])[O:11][C:12](=[O:13])[CH3:14].[cH:15]1[cH:16][cH:17][n:18][cH:19][cH:20]1>>[CH3:1][S:2][CH:3]1[CH2:4][C:5](=[O:7])[N:6]1[C:9]([CH3:8])=[O:10]. Starting materials: C1(=CC=C(C=C1)S(=O)(=O)OC[C@H]1COC2=C(O1)C=C(C=C2)C)C ((R)-7-methyl-1,4-benzodioxan-2-ylmethyl 4-toluenesulphonate), FC(C(=O)O)(F)F (Trifluoroacetic acid), NC1=NC=CC=C1C(=O)NCC1CCN(CC1)C(=O)OC(C)(C)C (2-amino-N-[(1-tert-butoxycarbonyl-4-piperidyl)methyl]pyridine-3-carboxamide), C([O-])([O-])=O.[K+].[K+] (potassium carbonate). Run in C(C)#N (acetonitrile), ClCCl (dichloromethane), C(C)#N (acetonitrile). Conditions: time 2 hour. The product is NC1=NC=CC=C1C(=O)NCC1CCN(CC1)C[C@H]1COC2=C(O1)C=C(C=C2)C ((S)-2-amino-N-{[1-(7-methyl-1,4-benzodioxan-2-ylmethyl)-4-piperidyl]methyl}pyridine-3-carboxamide). Reaction SMILES: FC(F)(F)C(O)=O.[NH2:8][C:9]1[C:14]([C:15]([NH:17][CH2:18][CH:19]2[CH2:24][CH2:23][N:22]([C:25](OC(C)(C)C)=O)[CH2:21][CH2:20]2)=[O:16])=[CH:13][CH:12]=[CH:11][N:10]=1.C(=O)([O-])[O-].[K+].[K+].C1(C)C=CC(S(OC[C@@H:49]2[O:54][C:53]3[CH:55]=[C:56]([CH3:59])[CH:57]=[CH:58][C:52]=3[O:51][CH2:50]2)(=O)=O)=CC=1>ClCCl.C(#N)C>[NH2:8][C:9]1[C:14]([C:15]([NH:17][CH2:18][CH:19]2[CH2:20][CH2:21][N:22]([CH2:25][C@@H:49]3[O:54][C:53]4[CH:55]=[C:56]([CH3:59])[CH:57]=[CH:58][C:52]=4[O:51][CH2:50]3)[CH2:23][CH2:24]2)=[O:16])=[CH:13][CH:12]=[CH:11][N:10]=1 |f:2.3.4|. Procedure: Trifluoroacetic acid (5 ml) was added to a solution of 2-amino-N-[(1-tert-butoxycarbonyl-4-piperidyl)methyl]pyridine-3-carboxamide (0.92 g; prepared in a similar manner to that described in Example 2) in dichloromethane (10 ml) then the mixture stirred at ambient temperature for 2 hours and the solvent removed in vacuo. The crude 2-amino-N-(4-piperidylmethyl)pyridine-3-carboxamide trifluoroacetate thus produced was dissolved in anhydrous acetonitrile (10 ml) and potassium carbonate (1.5 g) was a...